From a dataset of the Open Reaction Database (ORD), a public repository of structured organic reaction records. describe an organic reaction: reactants, conditions, products, and yield Product: N[C@H](CC1=CNC2=CC=CC=C12)C(=O)N[C@@H](CCCCNC(=O)OC(C)(C)C)C(=O)OC (H-D-Trp-Lys(BOC)-OMe). Reported procedure: 19.8 (34.1 mmol) g Z-D-Trp-Lys(BOC)-OMe are dissolved in 220 ml methanol, 2.2 g catalyst PdC 10% added and hydrogenated at RT. The hydrogenation is finished after 1 hour at RT, the catalyst filtered off and the filtrate evaporated at 30°: white solid. HPLC: 98.1% b.a. (16.2 min). Reagents/catalysts: catalyst. Conditions: time 1 hour. As a reaction SMILES: [NH:1](C(OCC1C=CC=CC=1)=O)[C@@H:2]([C:13]([NH:15][C@H:16]([C:29]([O:31][CH3:32])=[O:30])[CH2:17][CH2:18][CH2:19][CH2:20][NH:21][C:22]([O:24][C:25]([CH3:28])([CH3:27])[CH3:26])=[O:23])=[O:14])[CH2:3][C:4]1[C:12]2[C:7](=[CH:8][CH:9]=[CH:10][CH:11]=2)[NH:6][CH:5]=1>CO>[NH2:1][C@@H:2]([C:13]([NH:15][C@H:16]([C:29]([O:31][CH3:32])=[O:30])[CH2:17][CH2:18][CH2:19][CH2:20][NH:21][C:22]([O:24][C:25]([CH3:26])([CH3:27])[CH3:28])=[O:23])=[O:14])[CH2:3][C:4]1[C:12]2[C:7](=[CH:8][CH:9]=[CH:10][CH:11]=2)[NH:6][CH:5]=1. The reactants are 19.8, PdC, N([C@H](CC1=CNC2=CC=CC=C12)C(=O)N[C@@H](CCCCNC(=O)OC(C)(C)C)C(=O)OC)C(=O)OCC1=CC=CC=C1 (Z-D-Trp-Lys(BOC)-OMe). Solvent: CO (methanol). Starting materials: O=C([O-])[O-], CN(C)C=O, ClC(Cl)Cl, [Na+], [Na+], O=C(C=Cc1ccccc1)C=Cc1ccccc1, O=C(C=Cc1ccccc1)C=Cc1ccccc1, O=C(C=Cc1ccccc1)C=Cc1ccccc1, O=C1NC(=O)c2ccc(I)cc2C1=CNc1ccc(CN2CCCC2CO)cc1, [Pd], [Pd], OB(O)c1ccsc1. The product is O=C1NC(=O)c2ccc(-c3ccsc3)cc2C1=CNc1ccc(CN2CCCC2CO)cc1. As a reaction SMILES: [C:38](=[O:39])([O-:40])[O-:41].[CH3:44][N:45]([CH3:46])[CH:47]=[O:48].[Cl:105][CH:106]([Cl:107])[Cl:108].[Na+:42].[Na+:43].[O:51]=[C:52]([CH:53]=[CH:54][c:55]1[cH:56][cH:57][cH:58][cH:59][cH:60]1)[CH:61]=[CH:62][c:63]1[cH:64][cH:65][cH:66][cH:67][cH:68]1.[O:69]=[C:70]([CH:71]=[CH:72][c:73]1[cH:74][cH:75][cH:76][cH:77][cH:78]1)[CH:79]=[CH:80][c:81]1[cH:82][cH:83][cH:84][cH:85][cH:86]1.[O:87]=[C:88]([CH:89]=[CH:90][c:91]1[cH:92][cH:93][cH:94][cH:95][cH:96]1)[CH:97]=[CH:98][c:99]1[cH:100][cH:101][cH:102][cH:103][cH:104]1.[OH:1][CH2:2][CH:3]1[N:4]([CH2:8][c:9]2[cH:10][cH:11][c:12]([NH:15][CH:16]=[C:17]3[C:18](=[O:29])[NH:19][C:20](=[O:28])[c:21]4[cH:22][cH:23][c:24]([I:27])[cH:25][c:26]43)[cH:13][cH:14]2)[CH2:5][CH2:6][CH2:7]1.[Pd:49].[Pd:50].[s:30]1[cH:31][c:32]([B:35]([OH:36])[OH:37])[cH:33][cH:34]1>>[OH:1][CH2:2][CH:3]1[N:4]([CH2:8][c:9]2[cH:10][cH:11][c:12]([NH:15][CH:16]=[C:17]3[C:18](=[O:29])[NH:19][C:20](=[O:28])[c:21]4[cH:22][cH:23][c:24](-[c:32]5[cH:31][s:30][cH:34][cH:33]5)[cH:25][c:26]43)[cH:13][cH:14]2)[CH2:5][CH2:6][CH2:7]1. Starting materials: COC1=C(C=C(C=C1)[C@H]1[C@H](CCCC1)[N+](=O)[O-])OC ((+/−)-cis-1,2-dimethoxy-4-(2-nitrocyclohexyl)benzene), C(C)(=O)O (acetic acid), C(C)O (ethanol). Reagents/catalysts: [Zn] (zinc). The product is COC=1C=C(C=CC1OC)[C@@H]1[C@@H](CCCC1)NC(=O)C1=CC=NC2=CC=CC=C12 ((−)-cis-N-[2-(3,4-Dimethoxyphenyl)cyclohexyl]-quinoline-4-carboxamide). RXN SMILES: [CH3:1][O:2][C:3]1[CH:8]=[CH:7][C:6]([C@@H:9]2[CH2:14][CH2:13][CH2:12][CH2:11][C@@H:10]2[N+:15]([O-])=O)=[CH:5][C:4]=1[O:18][CH3:19].[C:20]([OH:23])(=O)[CH3:21].[CH2:24](O)[CH3:25]>[Zn]>[CH3:19][O:18][C:4]1[CH:5]=[C:6]([C@H:9]2[CH2:14][CH2:13][CH2:12][CH2:11][C@H:10]2[NH:15][C:20]([C:21]2[C:24]3[C:25](=[CH:8][CH:3]=[CH:4][CH:5]=3)[N:15]=[CH:10][CH:9]=2)=[O:23])[CH:7]=[CH:8][C:3]=1[O:2][CH3:1]. Procedure: 125 g of (+/−)-cis-1,2-dimethoxy-4-(2-nitrocyclohexyl)benzene and 120 g of zinc powder or granules are suspended in 1300 ml of ethanol. 220 ml of acetic acid are added dropwise at boiling heat. The precipitate is filtered off with suction and washed with ethanol, and the filtrate is concentrated under reduced pressure. The residue is taken up in hydrochloric acid and extracted with toluene. The aqueous phase is rendered alkaline using 50% strength sodium hydroxide solution, the precipitate is fi... The reactants are [Si](C)(C)(C(C)(C)C)OC(=O)[C@@H](C[C@H]([C@H](CC1=CC=CC=C1)NC(=O)OC(C)(C)C)O[Si](C)(C)C(C)(C)C)CC(C)C ((2S,3R,5R)-3-(t-Butyldimethylsilyloxy)-2-(t-butyloxycarbonylamino)-7-methyl-1-phenyloctane-5-carboxylic Acid t-Butyldimethylsilyl Ester), [Li+].[OH-] (LiOH). Run in O1CCOCC1 (dioxane). Conditions: time 2 day. Product: [Li+].[Si](C)(C)(C(C)(C)C)O[C@@H]([C@H](CC1=CC=CC=C1)NC(=O)OC(C)(C)C)C[C@@H](CC(C)C)C(=O)[O-] ((2S,3R,5R)-3-(t-Butyldimethylsilyloxy)-2-(t butyloxycarbonylamino)-7-methyl-1-phenyloctane-5-carboxylic Acid Lithium Salt). Isolated yield 48.8%. As a reaction SMILES: [Si]([O:8][C:9]([C@H:11]([CH2:38][CH:39]([CH3:41])[CH3:40])[CH2:12][C@@H:13]([O:30][Si:31]([C:34]([CH3:37])([CH3:36])[CH3:35])([CH3:33])[CH3:32])[C@@H:14]([NH:22][C:23]([O:25][C:26]([CH3:29])([CH3:28])[CH3:27])=[O:24])[CH2:15][C:16]1[CH:21]=[CH:20][CH:19]=[CH:18][CH:17]=1)=[O:10])(C(C)(C)C)(C)C.[Li+:42].[OH-]>O1CCOCC1>[Li+:42].[Si:31]([O:30][C@H:13]([CH2:12][C@H:11]([C:9]([O-:10])=[O:8])[CH2:38][CH:39]([CH3:40])[CH3:41])[C@@H:14]([NH:22][C:23]([O:25][C:26]([CH3:27])([CH3:28])[CH3:29])=[O:24])[CH2:15][C:16]1[CH:21]=[CH:20][CH:19]=[CH:18][CH:17]=1)([C:34]([CH3:36])([CH3:35])[CH3:37])([CH3:33])[CH3:32] |f:1.2,4.5|. Procedure details: A solution of the crude resultant compound of Example 166 (0.075 mmol) in 2 mL of dioxane was treated with 0.6 mL (0.3 mmol) of LiOH (0.5M in H2O) and allowed to stir at ambient temperature for 2 days. After removal of the solvent, purification by flash column chromatography using 3% methanol/chloroform gave 18.3 mg (49%) of the desired compound (Rf 0.10, 2% methanol/chloroform). Starting materials: ClC=1C=C(C=CC1Cl)NC(=O)N1CCN(CC1)C[C@H]1CN(CCC1)CCCC(=O)OC (methyl 4-{(3R)-3-[(4-{[(3,4-dichlorophenyl)amino]carbonyl}piperazin-1-yl)methyl]piperidin-1-yl}butanoate), [OH-].[Li+] (lithium hydroxide). Solvent: O1CCCC1 (tetrahydrofuran). Conditions: time 8 hour. Yields the product N (NH3), ClC=1C=C(C=CC1Cl)NC(=O)N1CCN(CC1)C[C@H]1CN(CCC1)CCCC(=O)O (4-{(3R)-3-[(4-{[(3,4-Dichlorophenyl)amino]carbonyl}piperazin-1-yl)methyl]piperidin-1-yl}butanoic acid). Yield: 154.6%. As a reaction SMILES: [Cl:1][C:2]1[CH:3]=[C:4]([NH:9][C:10]([N:12]2[CH2:17][CH2:16][N:15]([CH2:18][C@@H:19]3[CH2:24][CH2:23][CH2:22][N:21]([CH2:25][CH2:26][CH2:27][C:28]([O:30]C)=[O:29])[CH2:20]3)[CH2:14][CH2:13]2)=[O:11])[CH:5]=[CH:6][C:7]=1[Cl:8].[OH-].[Li+]>O1CCCC1>[NH3:9].[Cl:1][C:2]1[CH:3]=[C:4]([NH:9][C:10]([N:12]2[CH2:17][CH2:16][N:15]([CH2:18][C@@H:19]3[CH2:24][CH2:23][CH2:22][N:21]([CH2:25][CH2:26][CH2:27][C:28]([OH:30])=[O:29])[CH2:20]3)[CH2:14][CH2:13]2)=[O:11])[CH:5]=[CH:6][C:7]=1[Cl:8] |f:1.2|. Procedure: To a solution of methyl 4-{(3R)-3-[(4-{[(3,4-dichlorophenyl)amino]carbonyl}piperazin-1-yl)methyl]piperidin-1-yl}butanoate (80 mg) in tetrahydrofuran (5 mL) was added 1M aqueous lithium hydroxide (1 mL). The mixture was stirred overnight at room temperature. The mixture was then loaded directly onto an SCX-2 column and eluted with methanol then 7M NH3 in methanol. The basic fraction was concentrated at reduced pressure and the residue was purified using reverse phase HPLC eluting with a mixture o...